This data is from the Open Reaction Database (ORD), a public repository of structured organic reaction records. The task is: describe an organic reaction: reactants, conditions, products, and yield Starting materials: C1(CCCC1)C(=O)Cl (Cyclopentanecarboxylic acid chloride), C1(CCCC1)C(=O)O (cyclopentanecarboxylic acid), S(=O)(Cl)Cl (thionyl chloride), S1C=CC=C1 (Thiophene), Cl[Sn](Cl)(Cl)Cl (SnCl4), solution. The solvent is C(Cl)Cl (methylene chloride), C(Cl)Cl (methylene chloride). Conditions: time 72 hour. The product is C1(CCCC1)C(=O)C=1SC=CC1 (2-Thienyl cyclopentyl ketone). As a reaction SMILES: [CH:1]1([C:6](Cl)=[O:7])[CH2:5][CH2:4][CH2:3][CH2:2]1.C1(C(O)=O)CCCC1.S(Cl)(Cl)=O.[S:21]1[CH:25]=[CH:24][CH:23]=[CH:22]1.Cl[Sn](Cl)(Cl)Cl>C(Cl)Cl>[CH:1]1([C:6]([C:22]2[S:21][CH:25]=[CH:24][CH:23]=2)=[O:7])[CH2:5][CH2:4][CH2:3][CH2:2]1. Reported procedure: Cyclopentanecarboxylic acid chloride, prepared from 100 mmol cyclopentanecarboxylic acid and 120 mmol of thionyl chloride, was dissolved in 100 mL of methylene chloride, and the solution was cooled in an ice bath. Thiophene (13.4 mL, 100 mmol) and SnCl4 (25 mL of a 1M solution in methylene chloride) were added. The reaction was warmed to room temperature and stirred for 72 hours. The reaction was quenched with 1 N HCl, and the mixture was extracted with three portions of methylene chloride. The ...